From a dataset of the Open Reaction Database (ORD), a public repository of structured organic reaction records. describe an organic reaction: reactants, conditions, products, and yield The reactants are [N+](=O)([O-])/C=C/C1=C2N(C=3C=CC=CC13)CCNCC2 (11-[(E)-2-nitroethenyl]-2,3,4,5-tetrahydro-1H-[1,4]diazepino[1,7-a]indole), [H-].[Al+3].[Li+].[H-].[H-].[H-] (lithium aluminum hydride). The solvent is C1CCOC1 (THF). Yields the product C1CNCCN2C1=C(C=1C=CC=CC21)CCN (2-(2,3,4,5-tetrahydro-1H-[1,4]diazepino[1,7-a]indol-11-yl)-1-ethanamine). Yield: 43.6%. Reaction SMILES: [N+:1](/[CH:4]=[CH:5]/[C:6]1[C:14]2[CH:13]=[CH:12][CH:11]=[CH:10][C:9]=2[N:8]2[CH2:15][CH2:16][NH:17][CH2:18][CH2:19][C:7]=12)([O-])=O.[H-].[Al+3].[Li+].[H-].[H-].[H-]>C1COCC1>[CH2:19]1[C:7]2=[C:6]([CH2:5][CH2:4][NH2:1])[C:14]3[CH:13]=[CH:12][CH:11]=[CH:10][C:9]=3[N:8]2[CH2:15][CH2:16][NH:17][CH2:18]1 |f:1.2.3.4.5.6|. Procedure: A solution of 11-[(E)-2-nitroethenyl]-2,3,4,5-tetrahydro-1H-[1,4]diazepino[1,7-a]indole (236 mg, 0.92 mmol) in THF (9 mL) is cooled to 0° C. and treated with lithium aluminum hydride (1M THF, 2.8 mL, 2.8 mmol) with gas evolution. The reaction is heated to reflux for 4 hrs followed by cooling to rt for 16 hrs. At this time, the reaction mixture is quenched by the successive addition of 0.11 mL water, 0.10 mL 5N NaOH, and 0.37 mL water. The resulting thick gelatinous suspension is diluted with dic...